From a dataset of the Open Reaction Database (ORD), a public repository of structured organic reaction records. describe an organic reaction: reactants, conditions, products, and yield The reactants are O=C([O-])[O-], CN(C)C=O, CCOC(C)=O, CCOC(=O)C1(CCCn2c(=O)ccc3ccc(OC)cc32)CCNCC1, [K+], [K+], O, BrCCSc1ccccc1. Product: CCOC(=O)C1(CCCn2c(=O)ccc3ccc(OC)cc32)CCN(CCSc2ccccc2)CC1. RXN SMILES: [C:33](=[O:34])([O-:35])[O-:36].[CH3:1][N:2]([CH3:3])[CH:4]=[O:5].[CH3:50][CH2:51][O:52][C:53](=[O:54])[CH3:55].[CH3:6][O:7][c:8]1[cH:9][cH:10][c:11]2[cH:12][cH:13][c:14](=[O:32])[n:15]([CH2:18][CH2:19][CH2:20][C:21]3([C:27](=[O:28])[O:29][CH2:30][CH3:31])[CH2:22][CH2:23][NH:24][CH2:25][CH2:26]3)[c:16]2[cH:17]1.[K+:37].[K+:38].[OH2:49].[c:39]1([S:45][CH2:46][CH2:47][Br:48])[cH:40][cH:41][cH:42][cH:43][cH:44]1>>[CH3:6][O:7][c:8]1[cH:9][cH:10][c:11]2[cH:12][cH:13][c:14](=[O:32])[n:15]([CH2:18][CH2:19][CH2:20][C:21]3([C:27](=[O:28])[O:29][CH2:30][CH3:31])[CH2:22][CH2:23][N:24]([CH2:47][CH2:46][S:45][c:39]4[cH:40][cH:41][cH:42][cH:43][cH:44]4)[CH2:25][CH2:26]3)[c:16]2[cH:17]1.